Task: describe an organic reaction: reactants, conditions, products, and yield. Dataset: the Open Reaction Database (ORD), a public repository of structured organic reaction records The reactants are COC(=O)Cn1c(=O)c(=O)[nH]c2cc(-n3c(C)ccc3C)c(Cl)cc21, [Li+], C1CCOC1, [OH-], O. Yields the product Cc1ccc(C)n1-c1cc2[nH]c(=O)c(=O)n(CC(=O)O)c2cc1Cl. As a reaction SMILES: [Cl:1][c:2]1[c:3](-[n:19]2[c:20]([CH3:25])[cH:21][cH:22][c:23]2[CH3:24])[cH:4][c:5]2[nH:6][c:7](=[O:18])[c:8](=[O:17])[n:9]([CH2:12][C:13](=[O:14])[O:15][CH3:16])[c:10]2[cH:11]1.[Li+:26].[O:28]1[CH2:29][CH2:30][CH2:31][CH2:32]1.[OH-:27].[OH2:33]>>[Cl:1][c:2]1[c:3](-[n:19]2[c:20]([CH3:25])[cH:21][cH:22][c:23]2[CH3:24])[cH:4][c:5]2[nH:6][c:7](=[O:18])[c:8](=[O:17])[n:9]([CH2:12][C:13](=[O:14])[OH:15])[c:10]2[cH:11]1. The reactants are C(C)N(C(=O)C1=C(C=CC=C1)S(=O)(=O)C=1[C@@H]([C@H]2N(C1C(=O)OCC1=CC=C(C=C1)[N+](=O)[O-])C([C@@H]2[C@@H](C)O[Si](C)(C)C(C)(C)C)=O)C)CC (4-nitrobenzyl (1R, 5S,6S)-2-(2-diethylcarbamoylphenylsulfonyl)-1-methyl-6-[1(R)-t-butyldimethylsilyloxyethyl]-1-carbapen-2-em-3-carboxylate), [N+](=O)([O-])C1=CC=C(COC(=O)NCCS)C=C1 (2-(4-nitrobenzyloxycarbonyl)aminoethylmercaptan). The product is [Si](C)(C)(C(C)(C)C)O[C@H](C)[C@@H]1[C@@H]2N(C(=C([C@@H]2C)SCCNC(=O)OCC2=CC=C(C=C2)[N+](=O)[O-])C(=O)OCC2=CC=C(C=C2)[N+](=O)[O-])C1=O (4-Nitrobenzyl (1R, 5S,6S)-6-[1(R)-t-butyldimethylsilyloxyethyl]-1-methyl-2-[2-(4-nitrobenzyloxycarbonyl)aminoethylthio]-1-carbapen-2-em-3-carboxylate). Isolated yield 87.0%. RXN SMILES: C(N(CC)C(C1C=CC=CC=1[S:12]([C:15]1[C@H:16]([CH3:46])[C@@H:17]2[C@@H:34]([C@H:35]([O:37][Si:38]([C:41]([CH3:44])([CH3:43])[CH3:42])([CH3:40])[CH3:39])[CH3:36])[C:33](=[O:45])[N:18]2[C:19]=1[C:20]([O:22][CH2:23][C:24]1[CH:29]=[CH:28][C:27]([N+:30]([O-:32])=[O:31])=[CH:26][CH:25]=1)=[O:21])(=O)=O)=O)C.[N+:49]([C:52]1[CH:65]=[CH:64][C:55]([CH2:56][O:57][C:58]([NH:60][CH2:61][CH2:62]S)=[O:59])=[CH:54][CH:53]=1)([O-:51])=[O:50]>>[Si:38]([O:37][C@@H:35]([C@H:34]1[C:33](=[O:45])[N:18]2[C:19]([C:20]([O:22][CH2:23][C:24]3[CH:25]=[CH:26][C:27]([N+:30]([O-:32])=[O:31])=[CH:28][CH:29]=3)=[O:21])=[C:15]([S:12][CH2:62][CH2:61][NH:60][C:58]([O:57][CH2:56][C:55]3[CH:64]=[CH:65][C:52]([N+:49]([O-:51])=[O:50])=[CH:53][CH:54]=3)=[O:59])[C@H:16]([CH3:46])[C@H:17]12)[CH3:36])([C:41]([CH3:43])([CH3:44])[CH3:42])([CH3:39])[CH3:40]. Procedure: Following a procedure similar to that described in Example 19(c), but using 4-nitrobenzyl (1R, 5S,6S)-2-(2-diethylcarbamoylphenylsulfonyl)-1-methyl-6-[1(R)-t-butyldimethylsilyloxyethyl]-1-carbapen-2-em-3-carboxylate (prepared as described in Example 42) and 2-(4-nitrobenzyloxycarbonyl)aminoethylmercaptan as starting materials, in relative proportions similar to those used in that Example, the title compound was obtained in a yield of 87%.